From a dataset of the Open Reaction Database (ORD), a public repository of structured organic reaction records. describe an organic reaction: reactants, conditions, products, and yield The reactants are [Na+], O=C1CCCc2[nH]nc(-c3ccc(Cl)cc3[N+](=O)[O-])c21, [OH-], CCOS(=O)(=O)OCC. The product is CCn1nc(-c2ccc(Cl)cc2[N+](=O)[O-])c2c1CCCC2=O. Reaction SMILES: [Na+:31].[O:1]=[C:2]1[c:3]2[c:4](-[c:11]3[c:12]([N+:18](=[O:19])[O-:20])[cH:13][c:14]([Cl:17])[cH:15][cH:16]3)[n:5][nH:6][c:7]2[CH2:8][CH2:9][CH2:10]1.[OH-:30].[S:21]([O:22][CH2:23][CH3:24])([O:27][CH2:25][CH3:26])(=[O:28])=[O:29]>>[O:1]=[C:2]1[c:3]2[c:4](-[c:11]3[c:12]([N+:18](=[O:19])[O-:20])[cH:13][c:14]([Cl:17])[cH:15][cH:16]3)[n:5][n:6]([CH2:25][CH3:26])[c:7]2[CH2:8][CH2:9][CH2:10]1. The reactants are CCOC(C)=O, CCO, Cl, CCOC(=O)C1(CCCn2c(=O)ccc3ccncc32)CCN(C(=O)OC(C)(C)C)CC1. The product is Cl, CCOC(=O)C1(CCCn2c(=O)ccc3ccncc32)CCNCC1. As a reaction SMILES: [C:33]([O:34][CH2:35][CH3:36])(=[O:37])[CH3:38].[CH3:40][CH2:41][OH:42].[ClH:39].[O:1]=[c:2]1[n:3]([CH2:12][CH2:13][CH2:14][C:15]2([C:28](=[O:29])[O:30][CH2:31][CH3:32])[CH2:16][CH2:17][N:18]([C:21]([O:22][C:23]([CH3:24])([CH3:25])[CH3:26])=[O:27])[CH2:19][CH2:20]2)[c:4]2[cH:5][n:6][cH:7][cH:8][c:9]2[cH:10][cH:11]1>>[ClH:39].[O:1]=[c:2]1[n:3]([CH2:12][CH2:13][CH2:14][C:15]2([C:28](=[O:29])[O:30][CH2:31][CH3:32])[CH2:16][CH2:17][NH:18][CH2:19][CH2:20]2)[c:4]2[cH:5][n:6][cH:7][cH:8][c:9]2[cH:10][cH:11]1. Starting materials: CC(C)=CCCC(C)=CCCC(C)=CCCC(C)=CCCC(C)=CCCC(C)=CCCC(C)=CCCC(C)=CCCC(C)=CCCC(C)=CCSCCN, Cl, O=C(Cl)CC12CCCN1CCC2, c1ccncc1. Yields the product CC(C)=CCCC(C)=CCCC(C)=CCCC(C)=CCCC(C)=CCCC(C)=CCCC(C)=CCCC(C)=CCCC(C)=CCCC(C)=CCSCCNC(=O)CC12CCCN1CCC2. Reaction SMILES: [CH3:14][C:15](=[CH:16][CH2:17][S:18][CH2:19][CH2:20][NH2:21])[CH2:22][CH2:23][CH:24]=[C:25]([CH2:26][CH2:27][CH:28]=[C:29]([CH2:30][CH2:31][CH:32]=[C:33]([CH2:34][CH2:35][CH:36]=[C:37]([CH2:38][CH2:39][CH:40]=[C:41]([CH2:42][CH2:43][CH:44]=[C:45]([CH2:46][CH2:47][CH:48]=[C:49]([CH2:50][CH2:51][CH:52]=[C:53]([CH2:54][CH2:55][CH:56]=[C:57]([CH3:58])[CH3:59])[CH3:60])[CH3:61])[CH3:62])[CH3:63])[CH3:64])[CH3:65])[CH3:66])[CH3:67].[ClH:1].[N:2]12[CH2:3][CH2:4][CH2:5][C:6]1([CH2:10][C:11](=[O:12])[Cl:13])[CH2:7][CH2:8][CH2:9]2.[cH:68]1[cH:69][cH:70][n:71][cH:72][cH:73]1>>[N:2]12[CH2:3][CH2:4][CH2:5][C:6]1([CH2:10][C:11](=[O:12])[NH:21][CH2:20][CH2:19][S:18][CH2:17][CH:16]=[C:15]([CH3:14])[CH2:22][CH2:23][CH:24]=[C:25]([CH2:26][CH2:27][CH:28]=[C:29]([CH2:30][CH2:31][CH:32]=[C:33]([CH2:34][CH2:35][CH:36]=[C:37]([CH2:38][CH2:39][CH:40]=[C:41]([CH2:42][CH2:43][CH:44]=[C:45]([CH2:46][CH2:47][CH:48]=[C:49]([CH2:50][CH2:51][CH:52]=[C:53]([CH2:54][CH2:55][CH:56]=[C:57]([CH3:58])[CH3:59])[CH3:60])[CH3:61])[CH3:62])[CH3:63])[CH3:64])[CH3:65])[CH3:66])[CH3:67])[CH2:7][CH2:8][CH2:9]2. The reactants are [BH4-], ClCCl, CO, [Na+], COc1cc(CN2CCN(C(=O)c3ccc4c(c3)C(=O)C3(CC3)O4)CC2)cc(OC)c1OC. Yields the product COc1cc(CN2CCN(C(=O)c3ccc4c(c3)C(O)C3(CC3)O4)CC2)cc(OC)c1OC. Reaction SMILES: [BH4-:34].[CH2:36]([Cl:37])[Cl:38].[CH3:39][OH:40].[Na+:35].[O:1]=[C:2]1[C:3]2([O:4][c:5]3[c:6]1[cH:7][c:8]([C:11](=[O:12])[N:13]1[CH2:14][CH2:15][N:16]([CH2:19][c:20]4[cH:21][c:22]([O:30][CH3:31])[c:23]([O:28][CH3:29])[c:24]([O:26][CH3:27])[cH:25]4)[CH2:17][CH2:18]1)[cH:9][cH:10]3)[CH2:32][CH2:33]2>>[OH:1][CH:2]1[C:3]2([O:4][c:5]3[c:6]1[cH:7][c:8]([C:11](=[O:12])[N:13]1[CH2:14][CH2:15][N:16]([CH2:19][c:20]4[cH:21][c:22]([O:30][CH3:31])[c:23]([O:28][CH3:29])[c:24]([O:26][CH3:27])[cH:25]4)[CH2:17][CH2:18]1)[cH:9][cH:10]3)[CH2:32][CH2:33]2. Yields the product Clc1ccc(-c2ccc(C#CCCc3ccc(CN4CCCC4)cc3)nc2)c(Cl)c1. Reaction SMILES: [Br:1][c:2]1[cH:3][cH:4][c:5]([C:8]#[C:9][CH2:10][CH2:11][c:12]2[cH:13][cH:14][c:15]([CH2:18][N:19]3[CH2:20][CH2:21][CH2:22][CH2:23]3)[cH:16][cH:17]2)[n:6][cH:7]1.[C:42](=[O:43])([O-:44])[O-:45].[CH2:36]1[O:37][CH2:38][CH2:39][O:40][CH2:41]1.[Cl:24][c:25]1[c:26]([O:32][B:33]([OH:34])[OH:35])[cH:27][cH:28][c:29]([Cl:31])[cH:30]1.[Na+:46].[Na+:47]>>[c:2]1(-[c:26]2[c:25]([Cl:24])[cH:30][c:29]([Cl:31])[cH:28][cH:27]2)[cH:3][cH:4][c:5]([C:8]#[C:9][CH2:10][CH2:11][c:12]2[cH:13][cH:14][c:15]([CH2:18][N:19]3[CH2:20][CH2:21][CH2:22][CH2:23]3)[cH:16][cH:17]2)[n:6][cH:7]1. Reactants: Brc1ccc(C#CCCc2ccc(CN3CCCC3)cc2)nc1, O=C([O-])[O-], C1COCCO1, OB(O)Oc1ccc(Cl)cc1Cl, [Na+], [Na+]. The reactants are C1C(CCCCCCCCC)O1 (1-undecene oxide), C(C(C)C)NCCCCCCNCC(C)C (N,N'-di(isobutyl)hexamethylenediamine). The product is C(CCCCCN(CC(C)C)CC(CCCCCCCCC)O)N(CC(C)C)CC(CCCCCCCCC)O (N,N'-(1,6-hexylene)-bis[N-isobutyl-2-hydroxyundecylamine]). RXN SMILES: [CH2:1]1[O:12][CH:2]1[CH2:3][CH2:4][CH2:5][CH2:6][CH2:7][CH2:8][CH2:9][CH2:10][CH3:11].[CH2:13]([NH:17][CH2:18][CH2:19][CH2:20][CH2:21][CH2:22][CH2:23][NH:24][CH2:25][CH:26]([CH3:28])[CH3:27])[CH:14]([CH3:16])[CH3:15]>>[CH2:18]([N:17]([CH2:1][CH:2]([OH:12])[CH2:3][CH2:4][CH2:5][CH2:6][CH2:7][CH2:8][CH2:9][CH2:10][CH3:11])[CH2:13][CH:14]([CH3:15])[CH3:16])[CH2:19][CH2:20][CH2:21][CH2:22][CH2:23][N:24]([CH2:1][CH:2]([OH:12])[CH2:3][CH2:4][CH2:5][CH2:6][CH2:7][CH2:8][CH2:9][CH2:10][CH3:11])[CH2:25][CH:26]([CH3:28])[CH3:27]. Procedure: Condensation of 1-undecene oxide and N,N'-di(isobutyl)hexamethylenediamine affords N,N'-(1,6-hexylene)-bis[N-isobutyl-2-hydroxyundecylamine] (I: R = CH3 (CH2)8, R' = (CH3)2CHCH2, X = (CH2)6, Z = H).